Dataset: the Open Reaction Database (ORD), a public repository of structured organic reaction records. Task: describe an organic reaction: reactants, conditions, products, and yield The reactants are CC(=O)O, C=CCSc1cccc(C(=O)NC(Cc2cc(F)cc(F)c2)C(O)CNC2(c3cccc(CC)c3)CC2)c1, CCOCC, ClCCl, O=C(OO)c1cccc(Cl)c1. Product: C=CCS(=O)c1cccc(C(=O)NC(Cc2cc(F)cc(F)c2)C(O)CNC2(c3cccc(CC)c3)CC2)c1. Reaction SMILES: [C:39]([OH:40])(=[O:41])[CH3:42].[CH2:1]([CH:2]=[CH2:3])[S:4][c:5]1[cH:6][c:7]([C:8](=[O:9])[NH:10][CH:11]([CH:12]([CH2:13][NH:14][C:15]2([c:18]3[cH:19][c:20]([CH2:24][CH3:25])[cH:21][cH:22][cH:23]3)[CH2:16][CH2:17]2)[OH:26])[CH2:27][c:28]2[cH:29][c:30]([F:35])[cH:31][c:32]([F:34])[cH:33]2)[cH:36][cH:37][cH:38]1.[CH3:57][CH2:58][O:59][CH2:60][CH3:61].[Cl:54][CH2:55][Cl:56].[OH:43][O:44][C:45]([c:46]1[cH:47][c:48]([Cl:49])[cH:50][cH:51][cH:52]1)=[O:53]>>[CH2:1]([CH:2]=[CH2:3])[S:4]([c:5]1[cH:6][c:7]([C:8](=[O:9])[NH:10][CH:11]([CH:12]([CH2:13][NH:14][C:15]2([c:18]3[cH:19][c:20]([CH2:24][CH3:25])[cH:21][cH:22][cH:23]3)[CH2:16][CH2:17]2)[OH:26])[CH2:27][c:28]2[cH:29][c:30]([F:35])[cH:31][c:32]([F:34])[cH:33]2)[cH:36][cH:37][cH:38]1)=[O:41]. The reactants are Clc1cccc(OC2CCNc3ncc(Br)cc32)c1, CCOC(C)=O, CN1CCN(c2cc(B3OC(C)(C)C(C)(C)O3)ccn2)CC1, CCCCCC. Yields the product CN1CCN(c2cc(-c3cnc4c(c3)C(Oc3cccc(Cl)c3)CCN4)ccn2)CC1. RXN SMILES: [Br:1][c:2]1[cH:3][c:4]2[c:9]([n:10][cH:11]1)[NH:8][CH2:7][CH2:6][CH:5]2[O:12][c:13]1[cH:14][c:15]([Cl:19])[cH:16][cH:17][cH:18]1.[C:48]([O:49][CH2:50][CH3:51])(=[O:52])[CH3:53].[CH3:20][N:21]1[CH2:22][CH2:23][N:24]([c:27]2[n:28][cH:29][cH:30][c:31]([B:33]3[O:34][C:35]([CH3:36])([CH3:37])[C:38]([CH3:39])([CH3:40])[O:41]3)[cH:32]2)[CH2:25][CH2:26]1.[CH3:42][CH2:43][CH2:44][CH2:45][CH2:46][CH3:47]>>[c:2]1(-[c:31]2[cH:30][cH:29][n:28][c:27]([N:24]3[CH2:23][CH2:22][N:21]([CH3:20])[CH2:26][CH2:25]3)[cH:32]2)[cH:3][c:4]2[c:9]([n:10][cH:11]1)[NH:8][CH2:7][CH2:6][CH:5]2[O:12][c:13]1[cH:14][c:15]([Cl:19])[cH:16][cH:17][cH:18]1. Starting materials: Cc1cc(Br)sc1C=O, O=C([O-])[O-], COCCOC, [Na+], [Na+], OB(O)c1ccccc1, c1ccc(P(c2ccccc2)(c2ccccc2)[Pd](P(c2ccccc2)(c2ccccc2)c2ccccc2)(P(c2ccccc2)(c2ccccc2)c2ccccc2)P(c2ccccc2)(c2ccccc2)c2ccccc2)cc1. Product: Cc1cc(-c2ccccc2)sc1C=O. As a reaction SMILES: [Br:1][c:2]1[cH:3][c:4]([CH3:9])[c:5]([CH:7]=[O:8])[s:6]1.[C:19](=[O:20])([O-:21])[O-:22].[CH3:25][O:26][CH2:27][CH2:28][O:29][CH3:30].[Na+:23].[Na+:24].[OH:10][B:11]([OH:12])[c:13]1[cH:14][cH:15][cH:16][cH:17][cH:18]1.[cH:31]1[cH:32][cH:33][c:34]([P:35]([Pd:36]([P:37]([c:38]2[cH:39][cH:40][cH:41][cH:42][cH:43]2)([c:44]2[cH:45][cH:46][cH:47][cH:48][cH:49]2)[c:50]2[cH:51][cH:52][cH:53][cH:54][cH:55]2)([P:56]([c:57]2[cH:58][cH:59][cH:60][cH:61][cH:62]2)([c:63]2[cH:64][cH:65][cH:66][cH:67][cH:68]2)[c:69]2[cH:70][cH:71][cH:72][cH:73][cH:74]2)[P:75]([c:76]2[cH:77][cH:78][cH:79][cH:80][cH:81]2)([c:82]2[cH:83][cH:84][cH:85][cH:86][cH:87]2)[c:88]2[cH:89][cH:90][cH:91][cH:92][cH:93]2)([c:94]2[cH:95][cH:96][cH:97][cH:98][cH:99]2)[c:100]2[cH:101][cH:102][cH:103][cH:104][cH:105]2)[cH:106][cH:107]1>>[c:2]1(-[c:13]2[cH:14][cH:15][cH:16][cH:17][cH:18]2)[cH:3][c:4]([CH3:9])[c:5]([CH:7]=[O:8])[s:6]1. The reactants are BrC=1C=C(CC2=NNC(C=3CCCCC23)=O)C=CC1 (4-(3-bromobenzyl)-5,6,7,8-tetrahydrophthalazin-1(2H)-one), C(=O)C=1C=C(C=CC1)B(O)O (3-formylphenylboronic acid), C([O-])([O-])=O.[Na+].[Na+] (sodium carbonate). Reagents/catalysts: Cl[Pd]([P](C1=CC=CC=C1)(C2=CC=CC=C2)C3=CC=CC=C3)([P](C4=CC=CC=C4)(C5=CC=CC=C5)C6=CC=CC=C6)Cl (dichlorobis(triphenylphosphine)palladium(II)). The solvent is COCCOC.O.C(C)O (1,2-dimethoxyethane water ethanol). Reaction conditions: temperature 70 celsius. Yields the product O=C1NN=C(C=2CCCCC12)CC=1C=C(C=CC1)C1=CC(=CC=C1)C=O (3′-((4-oxo-3,4,5,6,7,8-hexahydrophthalazin-1-yl)methyl)biphenyl-3-carbaldehyde). Reaction SMILES: Br[C:2]1[CH:3]=[C:4]([CH:17]=[CH:18][CH:19]=1)[CH2:5][C:6]1[C:15]2[CH2:14][CH2:13][CH2:12][CH2:11][C:10]=2[C:9](=[O:16])[NH:8][N:7]=1.[CH:20]([C:22]1[CH:23]=[C:24](B(O)O)[CH:25]=[CH:26][CH:27]=1)=[O:21].C(=O)([O-])[O-].[Na+].[Na+]>Cl[Pd](Cl)([P](C1C=CC=CC=1)(C1C=CC=CC=1)C1C=CC=CC=1)[P](C1C=CC=CC=1)(C1C=CC=CC=1)C1C=CC=CC=1.COCCOC.O.C(O)C>[O:16]=[C:9]1[C:10]2[CH2:11][CH2:12][CH2:13][CH2:14][C:15]=2[C:6]([CH2:5][C:4]2[CH:3]=[C:2]([C:26]3[CH:25]=[CH:24][CH:23]=[C:22]([CH:20]=[O:21])[CH:27]=3)[CH:19]=[CH:18][CH:17]=2)=[N:7][NH:8]1 |f:2.3.4,6.7.8,^1:39,58|. Procedure: A suspension of EXAMPLE 90 (500 mg, 1.57 mmol), 3-formylphenylboronic acid (352 mg, 2.35 mmol), dichlorobis(triphenylphosphine)palladium(II) (112 mg, 0.16 mmol) and sodium carbonate (2M solution, 3.13 mmol, 1.6 mL) in a 7/3/3 mixture of 1,2-dimethoxyethane/water/ethanol (23 mL) was purged with nitrogen, and heated at 70° C. for 16 hours. After cooling to room temperature, the reaction mixture was concentrated on a rotary evaporator. The crude solid was separated by HPLC (Zorbax® C-18 ODS packing... The reactants are C(C)(C)(C)OC(=O)N1C(CCCC1)CNN1C(CN(CC1)S(=O)(=O)C1=CC2=CC=C(C=C2C=C1)Cl)=O (1-{[1-(tert-Butoxycarbonyl)piperidinyl]methylamino}-4-(6-chloronaphthalene-2-sulfonyl)-2-piperazinone), Cl.ClC1=CC=NC=C1 (4-chloropyridine hydrochloride), CO (methanol), solution, Cl (hydrochloric acid). Run in C(C)N(CC)CC (triethylamine), C(C)O (ethanol), C(C)(=O)OCC (ethyl acetate). The product is ClC=1C=C2C=CC(=CC2=CC1)S(=O)(=O)N1CC(N(CC1)N(C1CCN(CC1)C1=CC=NC=C1)C)=O (4-(6-Chloronaphthalene-2-sulfonyl)-1-{methyl[1-(4-pyridyl)-4-piperidinyl]amino}-2-piperazinone). Isolated yield 50.9%. Reaction SMILES: C(OC(N1CCCCC1[CH2:14][NH:15][N:16]1[CH2:21][CH2:20][N:19]([S:22]([C:25]2[CH:34]=[CH:33][C:32]3[C:27](=[CH:28][CH:29]=[C:30]([Cl:35])[CH:31]=3)[CH:26]=2)(=[O:24])=[O:23])[CH2:18][C:17]1=[O:36])=O)(C)(C)C.CO.Cl.Cl.Cl[C:42]1[CH:47]=[CH:46][N:45]=[CH:44][CH:43]=1>C(OCC)(=O)C.C(O)C.C(N(CC)CC)C>[Cl:35][C:30]1[CH:31]=[C:32]2[C:27](=[CH:28][CH:29]=1)[CH:26]=[C:25]([S:22]([N:19]1[CH2:20][CH2:21][N:16]([N:15]([CH3:14])[CH:42]3[CH2:47][CH2:46][N:45]([C:42]4[CH:47]=[CH:46][N:45]=[CH:44][CH:43]=4)[CH2:44][CH2:43]3)[C:17](=[O:36])[CH2:18]1)(=[O:23])=[O:24])[CH:34]=[CH:33]2 |f:3.4|. Procedure details: 1-{[1-(tert-Butoxycarbonyl)piperidinyl]methylamino}-4-(6-chloronaphthalene-2-sulfonyl)-2-piperazinone (1.63 g) was combined with methanol (10 ml) and a 4N solution of hydrochloric acid in ethyl acetate (15 ml) and stirred at room temperature for 30 minutes. The reaction mixture was concentrated and the residue obtained was combined with 4-chloropyridine hydrochloride (950 mg), triethylamine (3.8 g) and ethanol (100 ml), and reacted in a sealed tube at 150° C. for 15 hours. The reaction mixture w... Starting materials: Cl.NC1C2=CC=CC=C2CC2CCCCC12 (9-amino-1,2,3,4,4a,9,9a,10-octahydroanthracene hydrochloride), [OH-].[Na+] (sodium hydroxide). Solvent: O (water). Product: NC1C2=CC=CC=C2CC2CCCCC12 (9-amino-1,2,3,4,4a,9,9a,10-octahydroanthracene). Yield: 70.0%. RXN SMILES: Cl.[NH2:2][CH:3]1[CH:16]2[CH:11]([CH2:12][CH2:13][CH2:14][CH2:15]2)[CH2:10][C:9]2[C:4]1=[CH:5][CH:6]=[CH:7][CH:8]=2.[OH-].[Na+]>O>[NH2:2][CH:3]1[CH:16]2[CH:11]([CH2:12][CH2:13][CH2:14][CH2:15]2)[CH2:10][C:9]2[C:4]1=[CH:5][CH:6]=[CH:7][CH:8]=2 |f:0.1,2.3|. Reported procedure: 4.3 Parts of a syn-anti-mixture of 9-oximino-1,2,3,4,4a,9,9a,10-octahydroanthracene were dissolved in 40 ml of tetrahydrofuran and 8.7 ml of methanolic hydrochloric acid. 1.3 Parts of a 10% palladium-on-carbon catalyst were added and the mixture was hydrogenated with 896 ml gaseous hydrogen at 30-35° C. and normal pressure within 30 minutes. The catalyst was filtered off, and the filtrate concentrated. 4 Parts of 9-amino-1,2,3,4,4a,9,9a,10-octahydroanthracene hydrochloride, mp. 240-245° C., were... Starting materials: C1=CC=C(C=C1)NC2=CC=C(C=C2)N (4-aminodiphenylamine), ClC(C(=O)Cl)Cl (dichloroacetyl chloride). The product is N(C1=CC=CC=C1)C1=CC=C(NC(C(Cl)Cl)=O)C=C1 (4'-Anilino-2,2-dichloroacetanilide). RXN SMILES: [CH:1]1[CH:6]=[CH:5][C:4]([NH:7][C:8]2[CH:13]=[CH:12][C:11]([NH2:14])=[CH:10][CH:9]=2)=[CH:3][CH:2]=1.[Cl:15][CH:16]([Cl:20])[C:17](Cl)=[O:18]>>[NH:7]([C:8]1[CH:13]=[CH:12][C:11]([NH:14][C:17](=[O:18])[CH:16]([Cl:20])[Cl:15])=[CH:10][CH:9]=1)[C:4]1[CH:3]=[CH:2][CH:1]=[CH:6][CH:5]=1. Reported procedure: This compound is prepared from 4-aminodiphenylamine (36.8 g) in the same manner as Compound 1, except that dichloroacetyl chloride (29.8 g) is used in place of trichloroacetyl chloride. The product is recrystallized from benzene. The m.p. and chemical analysis are reported in Table I. Reactants: FC1=CC=C(C(=O)N)C=C1 (4-fluorobenzamide), BrC(C(CC(=O)OCC)=O)CC (ethyl 4-bromo-3-oxo-hexanoate). Yields the product C(C)C1=C(N=C(O1)C1=CC=C(C=C1)F)CC(=O)O (2-[5-ethyl-2-(4-fluorophenyl)-1,3-oxazol-4-yl]acetic acid), intermediate 3B. As a reaction SMILES: [F:1][C:2]1[CH:10]=[CH:9][C:5]([C:6]([NH2:8])=[O:7])=[CH:4][CH:3]=1.Br[CH:12]([CH2:21][CH3:22])[C:13](=O)[CH2:14][C:15]([O:17]CC)=[O:16]>>[CH2:21]([C:12]1[O:7][C:6]([C:5]2[CH:9]=[CH:10][C:2]([F:1])=[CH:3][CH:4]=2)=[N:8][C:13]=1[CH2:14][C:15]([OH:17])=[O:16])[CH3:22]. Procedure details: The title compound was prepared from 5 g of 4-fluorobenzamide and 5.67 g of ethyl 4-bromo-3-oxo-hexanoate as described in example 2B to give 1.8 grams of intermediate 3B as a solid: 1H NMR (CDCl3, 300 MHz) δ7.96 (dd, 2H, J=8.8, 5.3), 7.11 (t, 2H, J=8.6), 3.61 (s, 2H), 2.69 (q, 2H, J=7.5), 1.27 (t, 3H, J=7.5). The reactants are N1=CC(=CC=C1)CNC(=O)C1=CC=C2CNC3=C(CN21)C=CC=C3 (N-(pyridin-3-ylmethyl)-10,11-dihydro-5H-pyrrolo[2,1-c][1,4]benzodiazepine-3-carboxamide), C(C)(C)N(C(C)C)CC (N,N-diisopropylethylamine), ClC1=CC=C(C=C1)CC(=O)Cl (4-chlorophenylacetyl chloride). Solvent: O1CCCC1 (tetrahydrofuran). Run at time 21 hour. Yields the product ClC1=CC=C(C=C1)CC(=O)N1CC=2N(CC3=C1C=CC=C3)C(=CC2)C(=O)NCC=2C=NC=CC2 (10-[(4-CHLOROPHENYL)ACETYL]-N-(PYRIDIN-3-YLMETHYL)-10,11-DIHYDRO-5H-PYRROLO[2,1-C][1,4]BENZODIAZEPINE-3-CARBOXAMIDE). Yield: 51.8%. Reaction SMILES: [N:1]1[CH:6]=[CH:5][CH:4]=[C:3]([CH2:7][NH:8][C:9]([C:11]2[N:20]3[C:14]([CH2:15][NH:16][C:17]4[CH:24]=[CH:23][CH:22]=[CH:21][C:18]=4[CH2:19]3)=[CH:13][CH:12]=2)=[O:10])[CH:2]=1.C(N(CC)C(C)C)(C)C.[Cl:34][C:35]1[CH:40]=[CH:39][C:38]([CH2:41][C:42](Cl)=[O:43])=[CH:37][CH:36]=1>O1CCCC1>[Cl:34][C:35]1[CH:40]=[CH:39][C:38]([CH2:41][C:42]([N:16]2[C:17]3[CH:24]=[CH:23][CH:22]=[CH:21][C:18]=3[CH2:19][N:20]3[C:11]([C:9]([NH:8][CH2:7][C:3]4[CH:2]=[N:1][CH:6]=[CH:5][CH:4]=4)=[O:10])=[CH:12][CH:13]=[C:14]3[CH2:15]2)=[O:43])=[CH:37][CH:36]=1. Procedure: To a suspension of N-(pyridin-3-ylmethyl)-10,11-dihydro-5H-pyrrolo[2,1-c][1,4]benzodiazepine-3-carboxamide of Example 76, Step C (0.300 g, 0.942 mmol), and N,N-diisopropylethylamine (0.26 mL, 1.508 mmol) in dry tetrahydrofuran (10 mL) was added 4-chlorophenylacetyl chloride (267 mg, 1.41 mmol) and the reaction mixture stirred at room temperature under nitrogen for 21 hours. The reaction was then quenched by the addition of 2 M sodium hydroxide (5 mL) and the mixture partitioned between ethyl ace...